The task is: describe an organic reaction: reactants, conditions, products, and yield. This data is from the Open Reaction Database (ORD), a public repository of structured organic reaction records. Reactants: [BH4-], C=C(COC1CCN(C(C)=O)CC1)c1ccccc1, CC(=O)O, [Na+], [Na+], C1CCOC1, [OH-], O. Yields the product CC(=O)N1CCC(OCC(C)(O)c2ccccc2)CC1. Reaction SMILES: [BH4-:20].[C:1]([CH3:2])(=[O:3])[N:4]1[CH2:5][CH2:6][CH:7]([O:10][CH2:11][C:12](=[CH2:13])[c:14]2[cH:15][cH:16][cH:17][cH:18][cH:19]2)[CH2:8][CH2:9]1.[CH3:22][C:23]([OH:24])=[O:25].[Na+:21].[Na+:33].[O:26]1[CH2:27][CH2:28][CH2:29][CH2:30]1.[OH-:32].[OH2:31]>>[C:1]([CH3:2])(=[O:3])[N:4]1[CH2:5][CH2:6][CH:7]([O:10][CH2:11][C:12]([CH3:13])([c:14]2[cH:15][cH:16][cH:17][cH:18][cH:19]2)[OH:24])[CH2:8][CH2:9]1. Starting materials: [H-].[Na+] (sodium hydride), Cl.N1=CC=C(C=C1)CCl (4-picolylchloride hydrochloride), [Na] (sodium), N1=CC=CC=2C3=CC=CC=C3CC12 (1-azafluorene), [OH-].[NH4+] (ammonium hydroxide), [Cl-].[NH4+] (ammonium chloride). Solvent: O (water), C(C)(=O)OCC (ethyl acetate). Conditions: time 1 hour. The product is N1=CC=C(C=C1)CC1(C=2C=CC=CC2C=2C1=NC=CC2)CC2=CC=NC=C2 (9,9-Bis-(4-pyridinylmethyl)indeno[2,1-b]pyridine). As a reaction SMILES: [H-].[Na+].[Na].[N:4]1[C:16]2[CH2:15][C:14]3[C:9](=[CH:10][CH:11]=[CH:12][CH:13]=3)[C:8]=2[CH:7]=[CH:6][CH:5]=1.Cl.[N:18]1[CH:23]=[CH:22][C:21]([CH2:24]Cl)=[CH:20][CH:19]=1.[OH-].[NH4+:27].[Cl-].[NH4+]>O.C(OCC)(=O)C>[N:18]1[CH:23]=[CH:22][C:21]([CH2:24][C:15]2([CH2:9][C:8]3[CH:16]=[CH:15][N:27]=[CH:6][CH:7]=3)[C:16]3=[N:4][CH:5]=[CH:6][CH:7]=[C:8]3[C:9]3[CH:10]=[CH:11][CH:12]=[CH:13][C:14]2=3)=[CH:20][CH:19]=1 |f:0.1,4.5,6.7,8.9,^1:2|. Reported procedure: 2.0 g (42 mmole) of 50% sodium hydride was suspended in a 250 ml, 4-neck, round-bottom flask fitted with nitrogen inlet, condenser, thermometer, addition funnel, magnetic stirrer, and 25 ml of sodium dried tetrahydrofuran (THF) containing 2.5 g (15 mmol) of 1-azafluorene. The mixture was allowed to stir at room temperature for one hour. 6.6 g (40 mmole) of 4-picolylchloride hydrochloride was dissolved in the minimum amount of water and cooled to 0°-5°. Being very careful to keep the temperature ... Starting materials: BrC=1C=C(C(=NC1)N)OC(C)C1=C(C(=CC=C1Cl)F)Cl (5-bromo-3-[1-(2,6-dichloro-3-fluoro-phenyl)-ethoxy]-pyridin-2-ylamine), BrC1=CC(=C(C=C1OC)B(O)O)F (4-bromo-2-fluoro-5-methoxyphenylboronic acid), CP(C)=O (dimethylphosphine oxide). Yields the product ClC1=C(C(=CC=C1F)Cl)C(C)OC=1C(=NC=C(C1)C1=C(C=C(C(=C1)OC)P(=O)(C)C)F)N (3-[1-(2,6-dichloro-3-fluoro-phenyl)ethoxy]-5-(4-dimethylphosphoryl-2-fluoro-5-methoxy-phenyl)pyridin-2-amine). As a reaction SMILES: Br[C:2]1[CH:3]=[C:4]([O:9][CH:10]([C:12]2[C:17]([Cl:18])=[CH:16][CH:15]=[C:14]([F:19])[C:13]=2[Cl:20])[CH3:11])[C:5]([NH2:8])=[N:6][CH:7]=1.Br[C:22]1[C:27]([O:28][CH3:29])=[CH:26][C:25](B(O)O)=[C:24]([F:33])[CH:23]=1.[CH3:34][PH:35](=[O:37])[CH3:36]>>[Cl:20][C:13]1[C:14]([F:19])=[CH:15][CH:16]=[C:17]([Cl:18])[C:12]=1[CH:10]([O:9][C:4]1[C:5]([NH2:8])=[N:6][CH:7]=[C:2]([C:25]2[CH:26]=[C:27]([O:28][CH3:29])[C:22]([P:35]([CH3:36])([CH3:34])=[O:37])=[CH:23][C:24]=2[F:33])[CH:3]=1)[CH3:11]. Reported procedure: The title compound was prepared from 5-bromo-3-[1-(2,6-dichloro-3-fluoro-phenyl)-ethoxy]-pyridin-2-ylamine, 4-bromo-2-fluoro-5-methoxyphenylboronic acid, and dimethylphosphine oxide following the same procedures as Example 1 Step 1 and Step 3. ESMS: m/z 501 (M+H)+. Reactants: FC(C=1C=C(COCC(=CC(=O)OCC)C2=CC=CC=C2)C=C(C1)C(F)(F)F)(F)F (ethyl 4-(3,5-bis(trifluoromethyl)benzyloxy)-3-phenyl-2-butenoate), [H][H] (hydrogen). Reagents/catalysts: [Pd].[C] (Pd carbon). Solvent: C(C)O (ethanol). Yields the product FC(C=1C=C(COCC(CC(=O)OCC)C2=CC=CC=C2)C=C(C1)C(F)(F)F)(F)F (ethyl 4-(3,5-bis(trifluoromethyl)benzyloxy)-3-phenylbutanoate). Yield: 100.0%. Reaction SMILES: [F:1][C:2]([F:30])([F:29])[C:3]1[CH:4]=[C:5]([CH:22]=[C:23]([C:25]([F:28])([F:27])[F:26])[CH:24]=1)[CH2:6][O:7][CH2:8][C:9]([C:16]1[CH:21]=[CH:20][CH:19]=[CH:18][CH:17]=1)=[CH:10][C:11]([O:13][CH2:14][CH3:15])=[O:12].[H][H]>[Pd].[C].C(O)C>[F:1][C:2]([F:29])([F:30])[C:3]1[CH:4]=[C:5]([CH:22]=[C:23]([C:25]([F:27])([F:26])[F:28])[CH:24]=1)[CH2:6][O:7][CH2:8][CH:9]([C:16]1[CH:21]=[CH:20][CH:19]=[CH:18][CH:17]=1)[CH2:10][C:11]([O:13][CH2:14][CH3:15])=[O:12] |f:2.3|. Procedure: A mixture of ethyl 4-(3,5-bis(trifluoromethyl)benzyloxy)-3-phenyl-2-butenoate (40.00 g, 92.5 mmol), 5% Pd-carbon (1.00 g) and ethanol (250 mL) was stirred for 20 hours at room temperature in a hydrogen atmosphere. After filtering the catalyst, the solvent was evaporated in vacuo to give ethyl 4-(3,5-bis(trifluoromethyl)benzyloxy)-3-phenylbutanoate (40.18 g, 100%) as an oily product. 1H-NMR (DMSO-d6) δ: 1.04 (t, J=7.1 Hz, 3H), 2.60 (dd, J=8.0, 15.5 Hz, 1H), 2.81 (dd, J=6.8, 15.5 Hz, 1H), 3.38-3.4... Reactants: FC1=C(OC2=CC=NC3=C(C=CC=C23)[N+](=O)[O-])C=C(C=C1)C(F)(F)F (4-(2-fluoro-5-(trifluoromethyl)phenoxy)-8-nitroquinoline), [NH4+].[Cl-] (NH4Cl). The reagents and catalysts are [Fe] (iron). Run in O (water), CCO (EtOH). Product: FC1=C(OC2=CC=NC3=C(C=CC=C23)N)C=C(C=C1)C(F)(F)F (4-(2-fluoro-5-(trifluoromethyl)phenoxy)quinolin-8-amine). Isolated yield 83.9%. Reaction SMILES: [F:1][C:2]1[CH:21]=[CH:20][C:19]([C:22]([F:25])([F:24])[F:23])=[CH:18][C:3]=1[O:4][C:5]1[C:14]2[C:9](=[C:10]([N+:15]([O-])=O)[CH:11]=[CH:12][CH:13]=2)[N:8]=[CH:7][CH:6]=1.[NH4+].[Cl-]>CCO.O.[Fe]>[F:1][C:2]1[CH:21]=[CH:20][C:19]([C:22]([F:23])([F:24])[F:25])=[CH:18][C:3]=1[O:4][C:5]1[C:14]2[C:9](=[C:10]([NH2:15])[CH:11]=[CH:12][CH:13]=2)[N:8]=[CH:7][CH:6]=1 |f:1.2|. Reported procedure: The title compound was prepared following the procedure described in Intermediate-11, step-4 using 4-(2-fluoro-5-(trifluoromethyl)phenoxy)-8-nitroquinoline (432 mg, 1.22 mmol), iron powder (683 mg, 12.2 mmol), and NH4Cl (517 mg, 9.76 mmol) in EtOH (5 mL) and water (2 mL) to afford 330 mg of the title product. 1H NMR (300 MHz, DMSO d6): δ 8.52 (d, J=5.1 Hz, 1H), 7.94 (d, J=6.6 Hz, 1H), 7.79-7.70 (m, 2H), 7.35 (d, J=6.0 Hz, 2H), 6.91 (d, J=3.6 Hz, 1H), 6.63 (d, J=4.2 Hz, 1H), 5.98 (br s, 2H). The reactants are COC(=O)[C@H]1N(C[C@@H](C1)OC1=CC(=NC2=CC(=CC=C12)OC)N1N=CC=C1)C([C@H](C(C)(C)C)NC(=O)NC(C)(C)C)=O ((2S,4R)-methyl-1-((S)-2-(3-tert-butylureido)-3,3-dimethylbutanoyl)-4-(7-methoxy-2-(1H-pyrazol-1-yl)quinolin-4-yloxy)-pyrrolidine-2-carboxylate), CO (methanol), [OH-].[Na+] (sodium hydroxide). Run in O1CCCC1 (tetrahydrofuran). Reaction conditions: time 1 hour. Product: C[C@@]1(N(C[C@@H](C1)OC1=CC(=NC2=CC(=CC=C12)OC)N1N=CC=C1)C([C@H](C(C)(C)C)NC(=O)NC(C)(C)C)=O)C(=O)O ((2S,4R)-methyl-1-((S)-2-(3-tert-butylureido)-3,3-dimethylbutanoyl)-4-(7-methoxy-2-(1H-pyrazol-1-yl)quinolin-4-yloxy)-pyrrolidine-2-carboxylic acid). RXN SMILES: C[O:2][C:3]([C@@H:5]1[CH2:9][C@@H:8]([O:10][C:11]2[C:20]3[C:15](=[CH:16][C:17]([O:21][CH3:22])=[CH:18][CH:19]=3)[N:14]=[C:13]([N:23]3[CH:27]=[CH:26][CH:25]=[N:24]3)[CH:12]=2)[CH2:7][N:6]1[C:28](=[O:42])[C@@H:29]([NH:34][C:35]([NH:37][C:38]([CH3:41])([CH3:40])[CH3:39])=[O:36])[C:30]([CH3:33])([CH3:32])[CH3:31])=[O:4].[CH3:43]O.[OH-].[Na+]>O1CCCC1>[CH3:43][C@@:5]1([C:3]([OH:2])=[O:4])[CH2:9][C@@H:8]([O:10][C:11]2[C:20]3[C:15](=[CH:16][C:17]([O:21][CH3:22])=[CH:18][CH:19]=3)[N:14]=[C:13]([N:23]3[CH:27]=[CH:26][CH:25]=[N:24]3)[CH:12]=2)[CH2:7][N:6]1[C:28](=[O:42])[C@@H:29]([NH:34][C:35]([NH:37][C:38]([CH3:40])([CH3:41])[CH3:39])=[O:36])[C:30]([CH3:32])([CH3:31])[CH3:33] |f:2.3|. Procedure: (2S,4R)-methyl-1-((S)-2-(3-tert-butylureido)-3,3-dimethylbutanoyl)-4-(7-methoxy-2-(1H-pyrazol-1-yl)quinolin-4-yloxy)-pyrrolidine-2-carboxylate was treated with methanol (6.0 mL), tetrahydrofuran (3.0 mL) and 1N sodium hydroxide (6. mL). After 1 hour at room temperature, the reaction mixture was concentrated, acidified with 1N HCl and extracted with ethyl acetate. The combined ethyl acetate layers were then washed with brine and dried (MgSO4). The ethyl acetate layer was then filtered and evapora... The reactants are ClC1=NC=C(C=C1)I (2-chloro-5-iodopyridine), NN (hydrazine). Solvent: N1=CC=CC=C1 (pyridine). Yields the product IC=1C=CC(=NC1)NN (5-Iodo-2-hydrazinopyridine). RXN SMILES: Cl[C:2]1[CH:7]=[CH:6][C:5]([I:8])=[CH:4][N:3]=1.[NH2:9][NH2:10]>N1C=CC=CC=1>[I:8][C:5]1[CH:6]=[CH:7][C:2]([NH:9][NH2:10])=[N:3][CH:4]=1. Procedure details: A mixture of 2-chloro-5-iodopyridine (1.918 g, 8.01 mmol), anhydrous hydrazine (1.26 mL, 40.05 mmol) and pyridine (30 mL) was warmed at reflux for 18 h. After cooling to room temperature, the reaction mixture was concentrated under reduced pressure. The residue was partitioned between dichloromethane and 1N aqueous sodium hydroxide solution. The organic layer was separated, dried (magnesium sulfate) and concentrated under reduced pressure. The residue was triturated with hexanes, and the resulta...